This data is from the Open Reaction Database (ORD), a public repository of structured organic reaction records. The task is: describe an organic reaction: reactants, conditions, products, and yield Reactants: C1NCC2=CC=CC=C12 (isoindoline), C[Al](C)C (trimethylaluminium), N1(CCOCC1)C=1N=C(NC(C1)=O)CC(=O)OCC (ethyl [4-(morpholin-4-yl)-6-oxo-1,6-dihydropyrimidin-2-yl]acetate), solution. The solvent is C1(=CC=CC=C1)C (toluene), O1CCCC1 (tetrahydrofuran). Product: C1N(CC2=CC=CC=C12)C(CC1=NC(=CC(N1)=O)N1CCOCC1)=O (2-[2-(1,3-dihydro-2H-isoindol-2-yl)-2-oxoethyl]-6-(morpholin-4-yl)pyrimidin-4(3H)-one). Yield: 23.5%. As a reaction SMILES: [CH2:1]1[C:9]2[C:4](=[CH:5][CH:6]=[CH:7][CH:8]=2)[CH2:3][NH:2]1.[N:10]1([C:16]2[N:17]=[C:18]([CH2:23][C:24](OCC)=[O:25])[NH:19][C:20](=[O:22])[CH:21]=2)[CH2:15][CH2:14][O:13][CH2:12][CH2:11]1.C[Al](C)C>C1(C)C=CC=CC=1.O1CCCC1>[CH2:1]1[C:9]2[C:4](=[CH:5][CH:6]=[CH:7][CH:8]=2)[CH2:3][N:2]1[C:24](=[O:25])[CH2:23][C:18]1[NH:19][C:20](=[O:22])[CH:21]=[C:16]([N:10]2[CH2:11][CH2:12][O:13][CH2:14][CH2:15]2)[N:17]=1. Reported procedure: The product is prepared according to the procedure described in example 70, using 250 mg of isoindoline, 267 mg of ethyl [4-(morpholin-4-yl)-6-oxo-1,6-dihydropyrimidin-2-yl]acetate prepared in stage 1 of example 1 and 1.15 ml of a 2M solution of trimethylaluminium, in a mixture of 20 ml of toluene and 10 ml of tetrahydrofuran. 80 mg of 2-[2-(1,3-dihydro-2H-isoindol-2-yl)-2-oxoethyl]-6-(morpholin-4-yl)pyrimidin-4(3H)-one are thus obtained in the form of a white powder, the characteristics of whic... Starting materials: SC1=C(C=CC(=C1)OC)N1C(NC=C(C1=O)C(=O)O)=O (1-(2-Mercapto-4-methoxyphenyl)-5-carboxypyrimidine-2,6-dione), Cl (hydrochloric acid). Run in O1CCOCC1 (dioxane). Product: COC1=CC2=C(N3C(S2)=C(C=NC3=O)C(=O)O)C=C1 (7-methoxy-1-oxo-1H-pyrimido[6,1-b]benzthiazole-4-carboxylic acid). RXN SMILES: [SH:1][C:2]1[CH:7]=[C:6]([O:8][CH3:9])[CH:5]=[CH:4][C:3]=1[N:10]1[C:15](=O)[C:14]([C:17]([OH:19])=[O:18])=[CH:13][NH:12][C:11]1=[O:20].Cl>O1CCOCC1>[CH3:9][O:8][C:6]1[CH:5]=[CH:4][C:3]2[N:10]3[C:11](=[O:20])[N:12]=[CH:13][C:14]([C:17]([OH:19])=[O:18])=[C:15]3[S:1][C:2]=2[CH:7]=1. Reported procedure: 29.4 g. 1-(2-Mercapto-4-methoxyphenyl)-5-carboxypyrimidine-2,6-dione are boiled for 6 hours in 300 ml. of a semi-concentrated dioxane solution of hydrochloric acid. The 7-methoxy-1-oxo-1H-pyrimido[6,1-b]benzthiazole-4-carboxylic acid which is thereby formed can be obtained in practically quantitative yield by suction filtration of the hot solution. The physical data of the product agree with those of the compound prepared according to Variant I. Reactants: Clc1nc(Nc2cc[nH]n2)cc2ccccc12, OB(O)c1ccc(F)cc1. The product is Fc1ccc(-c2nc(Nc3cc[nH]n3)cc3ccccc23)cc1. Reaction SMILES: [Cl:1][c:2]1[n:3][c:4]([NH:12][c:13]2[n:14][nH:15][cH:16][cH:17]2)[cH:5][c:6]2[cH:7][cH:8][cH:9][cH:10][c:11]12.[F:18][c:19]1[cH:20][cH:21][c:22]([B:25]([OH:26])[OH:27])[cH:23][cH:24]1>>[c:2]1(-[c:22]2[cH:21][cH:20][c:19]([F:18])[cH:24][cH:23]2)[n:3][c:4]([NH:12][c:13]2[n:14][nH:15][cH:16][cH:17]2)[cH:5][c:6]2[cH:7][cH:8][cH:9][cH:10][c:11]12. Starting materials: CCCCCCCCCCC1CO1, CCCCC(O)P(=O)(O)O, P. The product is CCCCCCCCCCC1COC(CCCC)O1. RXN SMILES: [O:11]1[CH2:12][CH:13]1[CH2:14][CH2:15][CH2:16][CH2:17][CH2:18][CH2:19][CH2:20][CH2:21][CH2:22][CH3:23].[OH:1][CH:2]([CH2:3][CH2:4][CH2:5][CH3:6])[P:7](=[O:8])([OH:9])[OH:10].[P:24]>>[O:1]1[CH:2]([CH2:3][CH2:4][CH2:5][CH3:6])[O:11][CH:13]([CH2:14][CH2:15][CH2:16][CH2:17][CH2:18][CH2:19][CH2:20][CH2:21][CH2:22][CH3:23])[CH2:12]1. Reactants: CCCOCCOc1ccc(OB([O-])[O-])cc1, CCN1CCC(C(=O)Nc2ccc(CN(C)C3CCOCC3)cc2)=Cc2cc(Br)ccc21, O=C([O-])[O-], CCO, CCOC(C)=O, [K+], [K+], O, Cc1ccccc1. Product: CCCOCCOc1ccc(-c2ccc3c(c2)C=C(C(=O)Nc2ccc(CN(C)C4CCOCC4)cc2)CCN3CC)cc1. Reaction SMILES: [B:1]([O-:2])([O-:16])[O:17][c:3]1[cH:4][cH:5][c:6]([O:9][CH2:10][CH2:11][O:12][CH2:13][CH2:14][CH3:15])[cH:7][cH:8]1.[Br:18][c:19]1[cH:20][cH:21][c:22]2[c:23]([cH:49]1)[CH:24]=[C:25]([C:31](=[O:32])[NH:33][c:34]1[cH:35][cH:36][c:37]([CH2:40][N:41]([CH:42]3[CH2:43][CH2:44][O:45][CH2:46][CH2:47]3)[CH3:48])[cH:38][cH:39]1)[CH2:26][CH2:27][N:28]2[CH2:29][CH3:30].[C:50](=[O:51])([O-:52])[O-:53].[CH2:63]([OH:64])[CH3:65].[CH3:67][CH2:68][O:69][C:70](=[O:71])[CH3:72].[K+:54].[K+:55].[OH2:66].[c:56]1([CH3:57])[cH:58][cH:59][cH:60][cH:61][cH:62]1>>[c:3]1(-[c:19]2[cH:20][cH:21][c:22]3[c:23]([cH:49]2)[CH:24]=[C:25]([C:31](=[O:32])[NH:33][c:34]2[cH:35][cH:36][c:37]([CH2:40][N:41]([CH:42]4[CH2:43][CH2:44][O:45][CH2:46][CH2:47]4)[CH3:48])[cH:38][cH:39]2)[CH2:26][CH2:27][N:28]3[CH2:29][CH3:30])[cH:4][cH:5][c:6]([O:9][CH2:10][CH2:11][O:12][CH2:13][CH2:14][CH3:15])[cH:7][cH:8]1. Starting materials: O[C@@H]1C[C@H](NC1)C(=O)O ((2S,4R)-4-hydroxyproline), C1=C(C=CC2=CC=CC=C12)S(=O)(=O)Cl (2-naphthalenesulphonyl chloride), C(=O)([O-])[O-].[Na+].[Na+] (Na2CO3). Run in O (water). Reaction conditions: time 18 hour. The product is C(C1=CC=CC=C1)O[C@@H]1C[C@H](N(C1)S(=O)(=O)C1=CC2=CC=CC=C2C=C1)CC(=O)O ((2S,4R) (4-(Benzyloxy)-1-(2-naphthalenesulphonyl)-2-pyrolidinyl)acetic acid). Reaction SMILES: [OH:1][C@H:2]1[CH2:6][NH:5][C@H:4]([C:7](O)=O)[CH2:3]1.[CH:10]1[C:19]2[C:14](=[CH:15][CH:16]=[CH:17][CH:18]=2)[CH:13]=[CH:12][C:11]=1[S:20](Cl)(=[O:22])=[O:21].[C:24]([O-:27])([O-])=[O:25].[Na+].[Na+]>O>[CH2:15]([O:1][C@H:2]1[CH2:6][N:5]([S:20]([C:11]2[CH:12]=[CH:13][C:14]3[C:19](=[CH:18][CH:17]=[CH:16][CH:15]=3)[CH:10]=2)(=[O:22])=[O:21])[C@H:4]([CH2:7][C:24]([OH:27])=[O:25])[CH2:3]1)[C:14]1[CH:19]=[CH:10][CH:11]=[CH:12][CH:13]=1 |f:2.3.4|. Procedure details: 2.62 9 of (2S,4R)-4-hydroxyproline are dissolved in 15 ml of water containing 5.9 g of Na2CO3 and 5.21 g of 2-naphthalenesulphonyl chloride are added. After vigorous stirring for 18 hours at RT, the mixture is drained and the filtrate is then acidified to pH=1. The resulting mixture is again drained, washed with water and dried in order to obtain 4.1 g of the expected compound.